This data is from the Open Reaction Database (ORD), a public repository of structured organic reaction records. The task is: describe an organic reaction: reactants, conditions, products, and yield Starting materials: Cl (hydrogen chloride), N([C@@H](CC(OC(C)(C)C)=O)C(=O)N[C@@H](CC1=CC=CC=C1)C(=O)OC)C(=O)OCC1=CC=CC=C1 (Z-Asp(OtBu)-Phe-OCH3), [H][H] (hydrogen). Reagents/catalysts: [Pd] (palladium). Run in O1CCOCC1 (dioxane), CO (methanol). The product is N[C@@H](CC(OC(C)(C)C)=O)C(=O)N[C@@H](CC1=CC=CC=C1)C(=O)OC (H-Asp(tBu)-Phe-OCH3). Isolated yield 110.1%. As a reaction SMILES: [NH:1](C(OCC1C=CC=CC=1)=O)[C@H:2]([C:11]([NH:13][C@H:14]([C:22]([O:24][CH3:25])=[O:23])[CH2:15][C:16]1[CH:21]=[CH:20][CH:19]=[CH:18][CH:17]=1)=[O:12])[CH2:3][C:4](=[O:10])[O:5][C:6]([CH3:9])([CH3:8])[CH3:7].Cl.[H][H]>CO.O1CCOCC1.[Pd]>[NH2:1][C@H:2]([C:11]([NH:13][C@H:14]([C:22]([O:24][CH3:25])=[O:23])[CH2:15][C:16]1[CH:17]=[CH:18][CH:19]=[CH:20][CH:21]=1)=[O:12])[CH2:3][C:4](=[O:10])[O:5][C:6]([CH3:7])([CH3:8])[CH3:9]. Procedure details: 48.6 g of Z-Asp(OtBu)-Phe-OCH3 in 700 ml of methanol are decarbobenzoxylated in a duck-shaped flask at room temperature after adding 33.5 ml of 3 N hydrogen chloride in dioxane and 5 g of 10 % strength palladium catalyst on charcoal. After the hydrogen uptake has ended the mixture is filtered and the filtrate evaporated. 38.7 g of a white foam are obtained. In a thin layer chromatogram on silica gel in chloroformmethanol (9:1) Rf = 0.60; in chloroform-acetone (1:1) Rf = 0.58; Rf102E =0.42. The p... Reactants: ON1C(=NC2=NC(=CC=C21)Cl)C(F)(F)F (1-Hydroxy-5-chloro-2-(trifluoromethyl)-1H-imidazo [4,5-b] pyridine), S(=O)(Cl)Cl (thionyl chloride). Product: ClC1=C(C=C2C(=N1)N=C(N2)C(F)(F)F)Cl (5,6-DICHLORO-2-(TRIFLUOROMETHYL)-1H-IMIDAZO [4,5-b] PYRIDINE). RXN SMILES: O[N:2]1[C:10]2[C:5](=[N:6][C:7]([Cl:11])=[CH:8][CH:9]=2)[N:4]=[C:3]1[C:12]([F:15])([F:14])[F:13].S(Cl)([Cl:18])=O>>[Cl:11][C:7]1[N:6]=[C:5]2[N:4]=[C:3]([C:12]([F:15])([F:14])[F:13])[NH:2][C:10]2=[CH:9][C:8]=1[Cl:18]. Procedure: 1-Hydroxy-5-chloro-2-(trifluoromethyl)-1H-imidazo [4,5-b] pyridine (100 milligrams) was mixed with 10milliliters of thionyl chloride and the mixture refluxed on a steam bath for ten hours. The thionyl chloride was then evaporated and the residue, the desired 5,6-dichloro-2-(trifluoromethyl) -1H-imidazo [4,5-b] pyridine product, was shaken with water and separated by filtration, m.p. 222° -24° C. Starting materials: [H-].[H-].[H-].[H-].[Li+].[Al+3] (LAH), ClC1=C(C=C(C=N1)C12CCCN2CCC1)C (7a-(6-Chloro-5-methyl-3-pyridinyl)-hexahydro-1H-pyrrolizine), [H-].[H-].[H-].[H-].[Li+].[Al+3] (LAH), [H-].[H-].[H-].[H-].[Li+].[Al+3] (LAH). The solvent is C1CCOC1 (THF). Run at time 4 hour. Yields the product CC=1C=C(C=NC1)C12CCCN2CCC1 (7a-(5-methyl-3-pyridinyl)-hexahydro-1H-pyrrolizine). Yield: 49.4%. RXN SMILES: Cl[C:2]1[N:7]=[CH:6][C:5]([C:8]23[CH2:15][CH2:14][CH2:13][N:12]2[CH2:11][CH2:10][CH2:9]3)=[CH:4][C:3]=1[CH3:16].[H-].[H-].[H-].[H-].[Li+].[Al+3]>C1COCC1>[CH3:16][C:3]1[CH:4]=[C:5]([C:8]23[CH2:15][CH2:14][CH2:13][N:12]2[CH2:11][CH2:10][CH2:9]3)[CH:6]=[N:7][CH:2]=1 |f:1.2.3.4.5.6|. Procedure: 7a-(6-Chloro-5-methyl-3-pyridinyl)-hexahydro-1H-pyrrolizine (274 mg, 1.16 mmol, from Example 19c) and LAH (1.0M in THF, 1.2 mL, 1.16 mmol) were added to THF (4.5 mL), and the mixture was stirred at room temperature for 4 hours. An additional amount of LAH (1.0M in THF, 1.2 mL, 1.16 mmol) was added, and the reaction was stirred overnight. A further amount of LAH (2 equivalents) was added, and the reaction was stirred at room temperature for 24 hours and at 80° C. for 5 hours. The reaction was que... The reactants are crude product, C(C)(C)(C)OC(NC1=C(C=C(C(=C1)N(C)C)C(F)(F)F)N)=O ((2-amino-5-dimethylamino-4-trifluoromethyl-phenyl)-carbamic acid tert-butyl ester), C(C)(C)(C)OC(CC(=O)C1=CC(=CC=C1)C1=NC(=NC(=C1)C)N)=O (3-[3-(2-amino-6-methyl-pyrimidin-4-yl)-phenyl]-3-oxo-propionic acid tert-butyl ester). The product is NC1=NC(=CC(=N1)C=1C=C(C=CC1)C1=NC2=C(NC(C1)=O)C=C(C(=C2)N(C)C)C(F)(F)F)C (4-[3-(2-Amino-6-methyl-pyrimidin-4-yl)-phenyl]-7-dimethylamino-8-trifluoromethyl-1,3-dihydro-benzo[b][1,4]diazepin-2-one), solid. RXN SMILES: C(OC(=O)[NH:7][C:8]1[CH:13]=[C:12]([N:14]([CH3:16])[CH3:15])[C:11]([C:17]([F:20])([F:19])[F:18])=[CH:10][C:9]=1[NH2:21])(C)(C)C.C(O[C:28](=[O:46])[CH2:29][C:30]([C:32]1[CH:37]=[CH:36][CH:35]=[C:34]([C:38]2[CH:43]=[C:42]([CH3:44])[N:41]=[C:40]([NH2:45])[N:39]=2)[CH:33]=1)=O)(C)(C)C>>[NH2:45][C:40]1[N:39]=[C:38]([C:34]2[CH:33]=[C:32]([C:30]3[CH2:29][C:28](=[O:46])[NH:21][C:9]4[CH:10]=[C:11]([C:17]([F:18])([F:19])[F:20])[C:12]([N:14]([CH3:16])[CH3:15])=[CH:13][C:8]=4[N:7]=3)[CH:37]=[CH:36][CH:35]=2)[CH:43]=[C:42]([CH3:44])[N:41]=1. Reported procedure: The title compound was prepared from (2-amino-5-dimethylamino-4-trifluoromethyl-phenyl)-carbamic acid tert-butyl ester (Example J1) (96 mg, 0.3 mmol) and 3-[3-(2-amino-6-methyl-pyrimidin-4-yl)-phenyl]-3-oxo-propionic acid tert-butyl ester (Example K45) (118 mg, 0.36 mmol) according to the general procedure M and subsequent treatment of the crude product according to the general procedure N. Obtained as a light yellow solid (31 mg). The reactants are N1(C=NC=C1)CCCC(=O)C1=CC=CC=C1 (4-(1-(1H)-imidazolyl)-1-phenyl-1-butanone), Cl.Cl.NCCON (O-(2-aminoethyl)hydroxylamine dihydrochloride), N1=CC=CC=C1 (pyridine). Run in C(C)O (ethanol). Reaction conditions: time 8 hour. The product is Cl.Cl.NCCON=C(CCCN1C=NC=C1)C1=CC=CC=C1 (4-(1-(1H)-Imidazolyl)-1-phenyl-1-butanone O-(2-aminoethyl)oxime dihydrochloride). Yield: 217.5%. RXN SMILES: [N:1]1([CH2:6][CH2:7][CH2:8][C:9]([C:11]2[CH:16]=[CH:15][CH:14]=[CH:13][CH:12]=2)=O)[CH:5]=[CH:4][N:3]=[CH:2]1.[ClH:17].Cl.[NH2:19][CH2:20][CH2:21][O:22][NH2:23].N1C=CC=CC=1>C(O)C>[ClH:17].[ClH:17].[NH2:19][CH2:20][CH2:21][O:22][N:23]=[C:9]([C:11]1[CH:16]=[CH:15][CH:14]=[CH:13][CH:12]=1)[CH2:8][CH2:7][CH2:6][N:1]1[CH:5]=[CH:4][N:3]=[CH:2]1 |f:1.2.3,6.7.8|. Procedure: A mixture of 4-(1-(1H)-imidazolyl)-1-phenyl-1-butanone (3.00 g), O-(2-aminoethyl)hydroxylamine dihydrochloride (2.50 g), 3 equivalents of pyridine, and absolute ethanol (75 ml) was heated under reflux, under nitrogen, with stirring, overnight. The reaction mixture was evaporated, toluene was added and evaporated. The residue was partitioned between 10% sodium hydroxide solution and ethyl acetate. The layers were separated and the aqueous phase extracted with ethyl acetate. The combined organic e...